Dataset: the Open Reaction Database (ORD), a public repository of structured organic reaction records. Task: describe an organic reaction: reactants, conditions, products, and yield Reactants: C1CCOC1, CO, COC(=O)c1ccc(S(=O)(=O)CCc2c(CCNS(=O)(=O)Cc3ccc(Cl)c(Cl)c3)n(C(c3ccccc3)c3ccccc3)c3ccc(Cl)cc23)cc1, [Na+], [OH-]. Yields the product O=C(O)c1ccc(S(=O)(=O)CCc2c(CCNS(=O)(=O)Cc3ccc(Cl)c(Cl)c3)n(C(c3ccccc3)c3ccccc3)c3ccc(Cl)cc23)cc1. RXN SMILES: [CH2:54]1[O:55][CH2:56][CH2:57][CH2:58]1.[CH3:61][OH:62].[CH:1]([c:2]1[cH:3][cH:4][cH:5][cH:6][cH:7]1)([c:8]1[cH:9][cH:10][cH:11][cH:12][cH:13]1)[n:14]1[c:15]([CH2:39][CH2:40][NH:41][S:42](=[O:43])(=[O:44])[CH2:45][c:46]2[cH:47][c:48]([Cl:53])[c:49]([Cl:52])[cH:50][cH:51]2)[c:16]([CH2:24][CH2:25][S:26](=[O:27])(=[O:28])[c:29]2[cH:30][cH:31][c:32]([C:33](=[O:34])[O:35][CH3:36])[cH:37][cH:38]2)[c:17]2[cH:18][c:19]([Cl:23])[cH:20][cH:21][c:22]12.[Na+:60].[OH-:59]>>[CH:1]([c:2]1[cH:3][cH:4][cH:5][cH:6][cH:7]1)([c:8]1[cH:9][cH:10][cH:11][cH:12][cH:13]1)[n:14]1[c:15]([CH2:39][CH2:40][NH:41][S:42](=[O:43])(=[O:44])[CH2:45][c:46]2[cH:47][c:48]([Cl:53])[c:49]([Cl:52])[cH:50][cH:51]2)[c:16]([CH2:24][CH2:25][S:26](=[O:27])(=[O:28])[c:29]2[cH:30][cH:31][c:32]([C:33](=[O:34])[OH:35])[cH:37][cH:38]2)[c:17]2[cH:18][c:19]([Cl:23])[cH:20][cH:21][c:22]12. Reactants: ClCC=1N=C(OC1)C1=CC=C(C=C1)Cl (4-(chloromethyl)-2-(4-chlorophenyl)-1,3-oxazole), [OH-].[Na+] (sodium hydroxide). Product: ClC1=CC=C(C=C1)C=1OC=C(N1)CO ([2-(4-Chlorophenyl)-1,3-oxazol-4-yl]methanol). Reaction SMILES: Cl[CH2:2][C:3]1[N:4]=[C:5]([C:8]2[CH:13]=[CH:12][C:11]([Cl:14])=[CH:10][CH:9]=2)[O:6][CH:7]=1.[OH-:15].[Na+]>>[Cl:14][C:11]1[CH:12]=[CH:13][C:8]([C:5]2[O:6][CH:7]=[C:3]([CH2:2][OH:15])[N:4]=2)=[CH:9][CH:10]=1 |f:1.2|. Procedure: 6 g (26.307 mmol) of 4-(chloromethyl)-2-(4-chlorophenyl)-1,3-oxazole were heated under reflux in 526 ml (52.613 mmol) of 0.1 N aqueous sodium hydroxide solution for 3 h. The mixture was then cooled to room temperature, and the precipitated solid was filtered off, washed with 0.1N aqueous sodium hydroxide solution and dried under high vacuum. This gave 4.79 g (85% of theory) of the target compound. The reactants are C1(=CC=CC=C1)C=1C=CC=2N(N1)C(=NN2)CNC2=C(C=NC=C2)N (N4-((6-phenyl-[1,2,4]triazolo[4,3-b]pyridazin-3-yl)methyl)pyridine-3,4-diamine), N(=O)[O-].[Na+] (sodium nitrite). The solvent is CC(=O)O (HOAc), O (water). Run at time 1 hour. Product: C1(=CC=CC=C1)C=1C=CC=2N(N1)C(=NN2)CN2N=NC=1C=NC=CC12 (1-((6-phenyl-[1,2,4]-triazolo[4,3-b]pyridazin-3-yl)methyl)-1H-[1,2,3]-triazolo[4,5-c]pyridine). Reaction SMILES: [C:1]1([C:7]2[CH:8]=[CH:9][C:10]3[N:11]([C:13]([CH2:16][NH:17][C:18]4[CH:23]=[CH:22][N:21]=[CH:20][C:19]=4[NH2:24])=[N:14][N:15]=3)[N:12]=2)[CH:6]=[CH:5][CH:4]=[CH:3][CH:2]=1.[N:25]([O-])=O.[Na+]>CC(O)=O.O>[C:1]1([C:7]2[CH:8]=[CH:9][C:10]3[N:11]([C:13]([CH2:16][N:17]4[C:18]5[CH:23]=[CH:22][N:21]=[CH:20][C:19]=5[N:24]=[N:25]4)=[N:14][N:15]=3)[N:12]=2)[CH:2]=[CH:3][CH:4]=[CH:5][CH:6]=1 |f:1.2|. Reported procedure: To a solution of N4-((6-phenyl-[1,2,4]triazolo[4,3-b]pyridazin-3-yl)methyl)pyridine-3,4-diamine (0.0640 g, 0.202 mmol) in HOAc (5 mL) was added sodium nitrite (0.0153 g, 0.222 mmol) in water (2 mL). Stirred for 1 h. Concentrated. Took up in DMSO and purified on RPHPLC. Took fractions containing product and made basic with 9% sodium carbonate and removed volatiles in vacuo. Product crashed out and was isolated by filtration. MS m/z=329.2[M+1]+. Calc'd for C17H12N8: 328.3. The reactants are CN(C)c1ccncc1, [Cl-], O=C(O)C(c1c2ccccc2nn1-c1ccc(Cl)cc1)C1CCCCC1, NC1CCC(O)CC1, O=S(Cl)Cl. Yields the product O=C(NC1CCC(O)CC1)C(c1c2ccccc2nn1-c1ccc(Cl)cc1)C1CCCCC1. RXN SMILES: [CH3:40][N:41]([c:42]1[cH:43][cH:44][n:45][cH:46][cH:47]1)[CH3:48].[Cl-:27].[Cl:1][c:2]1[cH:3][cH:4][c:5](-[n:8]2[n:9][c:10]3[cH:11][cH:12][cH:13][cH:14][c:15]3[c:16]2[CH:17]([C:18](=[O:19])[OH:20])[CH:21]2[CH2:22][CH2:23][CH2:24][CH2:25][CH2:26]2)[cH:6][cH:7]1.[NH2:32][CH:33]1[CH2:34][CH2:35][CH:36]([OH:39])[CH2:37][CH2:38]1.[S:28]([Cl:29])([Cl:30])=[O:31]>>[Cl:1][c:2]1[cH:3][cH:4][c:5](-[n:8]2[n:9][c:10]3[cH:11][cH:12][cH:13][cH:14][c:15]3[c:16]2[CH:17]([C:18](=[O:19])[NH:32][CH:33]2[CH2:34][CH2:35][CH:36]([OH:39])[CH2:37][CH2:38]2)[CH:21]2[CH2:22][CH2:23][CH2:24][CH2:25][CH2:26]2)[cH:6][cH:7]1. The reactants are CC1=CC=C(C=C1)C1=CC(SC2=CC(=C(C=C12)C#CC1=CC=C(C(=O)OCC)C=C1)OC)(C)C (ethyl 4-[[4-(4-methylphenyl)-2,2-dimethyl-7-methoxy-(2H)-thiochromen-6-yl]-ethynyl]-benzoate), CC1=CC=C(C=C1)C1=CC(SC2=CC(=C(C=C12)C#CC1=CC=C(C(=O)OCC)C=C1)OC)(C)C (ethyl 4-[[4-(4-methylphenyl)-2,2-dimethyl-7-methoxy-(2H)-thiochromen-6-yl]-ethynyl]-benzoate), [OH-].[Na+] (NaOH), aqueous solution, Cl (HCl). Run in C1CCOC1 (THF), CCO (EtOH). Reaction conditions: temperature 45 celsius, time 8 hour. The product is CC1=CC=C(C=C1)C1=CC(SC2=CC(=C(C=C12)C#CC1=CC=C(C(=O)O)C=C1)OC)(C)C (4-[[4-(4-methylphenyl)-2,2-dimethyl-7-methoxy-(2H)-thiochromen-6-yl]-ethynyl]-benzoic acid). The yield is 100.4%. As a reaction SMILES: [CH3:1][C:2]1[CH:7]=[CH:6][C:5]([C:8]2[C:17]3[C:12](=[CH:13][C:14]([O:31][CH3:32])=[C:15]([C:18]#[C:19][C:20]4[CH:30]=[CH:29][C:23]([C:24]([O:26]CC)=[O:25])=[CH:22][CH:21]=4)[CH:16]=3)[S:11][C:10]([CH3:34])([CH3:33])[CH:9]=2)=[CH:4][CH:3]=1.[OH-].[Na+].Cl>C1COCC1.CCO>[CH3:1][C:2]1[CH:3]=[CH:4][C:5]([C:8]2[C:17]3[C:12](=[CH:13][C:14]([O:31][CH3:32])=[C:15]([C:18]#[C:19][C:20]4[CH:21]=[CH:22][C:23]([C:24]([OH:26])=[O:25])=[CH:29][CH:30]=4)[CH:16]=3)[S:11][C:10]([CH3:34])([CH3:33])[CH:9]=2)=[CH:6][CH:7]=1 |f:1.2|. Reported procedure: To a solution of ethyl 4-[[4-(4-methylphenyl)-2,2-dimethyl-7-methoxy-(2H)-thiochromen-6-yl]-ethynyl]-benzoate (Compound 215, 64.0 mg, 0.113 mmol) in 2.0 mL THF and 2.0 mL EtOH was added NaOH (80.0 mg, 2.0 mmol, 2.0 mL of a 1M aqueous solution). The resulting solution was heated to 45° C. and stirred overnight. Upon cooling to room temperature the reaction mixture was acidified with 10% aqueous HCl and extracted with EtOAc. The combined organic layers were washed with H2O, saturated aqueous NaCl,... Starting materials: Cl.C(C)OC(=O)[C@]12NC([C@H]3N(C([C@H](CCCCC\C=C/[C@@H]1C2)NC(=O)C2=NC=C(N=C2)C)=O)C[C@@H](C3)OC=3N=C2C=CC=CC2=C2C=CC=CC32)=O ((2R,6S,13aS,14aR,16aS,Z)-ethyl-6-(5-methylpyrazine-2-carboxamido)-5,16-dioxo-2-(phenanthridin-6-yloxy)-1,2,3,5,6,7,8,9,10,11,13a,14,14a,15,16,16a-hexadecahydrocyclopropa[e]pyrrolo[1,2-a][1,4]diazacyclopentadecine-14a-carboxylate hydrochloride), O[Li].O (LiOH.H2O), [Na+].[Cl-] (NaCl), CC1OCCC1 (2-methyl tetrahydrofuran). The solvent is O (water), O1CCCC1 (tetrahydrofuran). Yields the product C(C)NCC.CC=1N=CC(=NC1)C(=O)N[C@H]1CCCCC\C=C/[C@H]2[C@](NC([C@H]3N(C1=O)C[C@@H](C3)OC=3N=C1C=CC=CC1=C1C=CC=CC31)=O)(C2)C(=O)O ((2R,6S,13aS,14aR,16aS,Z)-6-(5-Methylpyrazine-2-carboxamido)-5,16-dioxo-2-(phenanthridin-6-yloxy)-1,2,3,5,6,7,8,9,10,11,13a,14,14a,15,16,16a-hexadecahydrocyclopropa[e]pyrrolo[1,2-a][1,4]diazacyclopentadecine-14a-carboxylate diethylamine). RXN SMILES: Cl.C([O:4][C:5]([C@@:7]12[CH2:22][C@H:21]1[CH:20]=[CH:19][CH2:18][CH2:17][CH2:16][CH2:15][CH2:14][C@H:13]([NH:23][C:24]([C:26]1[CH:31]=[N:30][C:29]([CH3:32])=[CH:28][N:27]=1)=[O:25])[C:12](=[O:33])[N:11]1[CH2:34][C@H:35]([O:37][C:38]3[N:39]=[C:40]4[C:45](=[C:46]5[C:51]=3[CH:50]=[CH:49][CH:48]=[CH:47]5)[CH:44]=[CH:43][CH:42]=[CH:41]4)[CH2:36][C@H:10]1[C:9](=[O:52])[NH:8]2)=[O:6])C.O[Li].O.[Na+].[Cl-].CC1CCCO1>O.O1CCCC1>[CH2:7]([NH:8][CH2:9][CH3:10])[CH3:5].[CH3:32][C:29]1[N:30]=[CH:31][C:26]([C:24]([NH:23][C@@H:13]2[C:12](=[O:33])[N:11]3[CH2:34][C@H:35]([O:37][C:38]4[N:39]=[C:40]5[C:45](=[C:46]6[C:51]=4[CH:50]=[CH:49][CH:48]=[CH:47]6)[CH:44]=[CH:43][CH:42]=[CH:41]5)[CH2:36][C@H:10]3[C:9](=[O:52])[NH:8][C@:7]3([C:5]([OH:6])=[O:4])[CH2:22][C@H:21]3[CH:20]=[CH:19][CH2:18][CH2:17][CH2:16][CH2:15][CH2:14]2)=[O:25])=[N:27][CH:28]=1 |f:0.1,2.3,4.5,9.10|. Reported procedure: The isolated product of Example 49c can be mixed with tetrahydrofuran, water and LiOH.H2O, and then heated and stirred. The reaction mixture can be later cooled, added with aqueous H2PO4, aqueous NaCl and 2-methyl tetrahydrofuran, and the organic layer is separated, washed and filtered. MeCN is added to the concentrated organic layer, heated and cooled, and then diethylamine is added. The slurry is heated and cooled to form (2R,6S,13aS,14aR,16aS,Z)-6-(5-Methylpyrazine-2-carboxamido)-5,16-dioxo-2...